Dataset: the Open Reaction Database (ORD), a public repository of structured organic reaction records. Task: describe an organic reaction: reactants, conditions, products, and yield Reactants: C(C)O (ethanol), [Na] (sodium), C([C@@H]([C@H]([C@@H](C(=O)C(=O)O)O)O)O)O (2-keto-L-gulonic acid). Reaction SMILES: C(O)C.[Na].[CH2:5]([OH:17])[C@H:6]([OH:16])[C@@H:7](O)[C@H:8]([OH:14])[C:9]([C:11]([OH:13])=[O:12])=[O:10]>CC(C)=O>[O:12]=[C:11]1[O:13][C@H:7]([C@H:6]([CH2:5][OH:17])[OH:16])[C:8]([OH:14])=[C:9]1[OH:10] |^1:3|. Procedure details: JP-AS 58-177986 describes a process which comprises the addition of ethanol and acetone to the sodium salt of 2-keto-L-gulonic acid, neutralization with hydrochloric acid, separation of the precipitated sodium chloride by filtration and subsequently the keeping of the reaction mixture at temperatures in the range from 25° C. to 75° C., whereby L-ascorbic acid is obtained. Run in CC(=O)C (acetone). Yields the product O=C1C(O)=C(O)[C@H](O1)[C@@H](O)CO (L-ascorbic acid). Reactants: FC1=CC=C(C=C1)NC(=O)C=1C=NC(=NC1)OCC(=O)O ([5-(4-fluorophenylcarbamoyl)pyrimidin-2-yloxy]acetic acid), CN(C=1C=C(C=CC1)O)C (3-dimethylaminophenol). Product: CN(C=1C=C(C=CC1)OC(COC1=NC=C(C=N1)C(NC1=CC=C(C=C1)F)=O)=O)C ([5-(4-Fluorophenylcarbamoyl)pyrimidin-2-yloxy]acetic acid 3-dimethylamino-phenyl ester). Isolated yield 76.0%. As a reaction SMILES: [F:1][C:2]1[CH:7]=[CH:6][C:5]([NH:8][C:9]([C:11]2[CH:12]=[N:13][C:14]([O:17][CH2:18][C:19]([OH:21])=[O:20])=[N:15][CH:16]=2)=[O:10])=[CH:4][CH:3]=1.[CH3:22][N:23]([CH3:31])[C:24]1[CH:25]=[C:26](O)[CH:27]=[CH:28][CH:29]=1>>[CH3:22][N:23]([CH3:31])[C:24]1[CH:29]=[C:28]([O:20][C:19](=[O:21])[CH2:18][O:17][C:14]2[N:13]=[CH:12][C:11]([C:9](=[O:10])[NH:8][C:5]3[CH:4]=[CH:3][C:2]([F:1])=[CH:7][CH:6]=3)=[CH:16][N:15]=2)[CH:27]=[CH:26][CH:25]=1. Procedure: The titled compound was prepared from [5-(4-fluorophenylcarbamoyl)pyrimidin-2-yloxy]acetic acid using 3-dimethylaminophenol (21 mg, 0.15 mmol) as the coupling partner. Concentration (no chromatography) yielded 53 mg (76%) of the titled compound as a pink-purple solid. ESI-MS m/z 411 (MH+), 409 (M−H−). Isolated yield 73.7%. Product: COC(CN(CC(=O)OC)C1=CC(=CC(=C1)OCCCCCCCCCCCCCCCCCC)OCCOCCOCCOCCOC)=O (N-[3-[2-[2-[2-(2-methoxyethoxy)ethoxy]ethoxy]ethoxy]-5-(octadecyloxy)phenyl]-N-(2-methoxy-2-oxoethyl)glycine methyl ester). Solvent: CC(=O)C (acetone), CN(C)C=O (DMF). RXN SMILES: [CH3:1][O:2][C:3](=[O:37])[CH2:4][N:5]([C:11]1[CH:16]=[C:15]([O:17][CH2:18][CH2:19][CH2:20][CH2:21][CH2:22][CH2:23][CH2:24][CH2:25][CH2:26][CH2:27][CH2:28][CH2:29][CH2:30][CH2:31][CH2:32][CH2:33][CH2:34][CH3:35])[CH:14]=[C:13]([OH:36])[CH:12]=1)[CH2:6][C:7]([O:9][CH3:10])=[O:8].[CH3:38][O:39][CH2:40][CH2:41][O:42][CH2:43][CH2:44][O:45][CH2:46][CH2:47][O:48][CH2:49][CH2:50]Br.[I-].C(=O)([O-])[O-].[K+].[K+]>CC(C)=O.CN(C=O)C>[CH3:1][O:2][C:3](=[O:37])[CH2:4][N:5]([C:11]1[CH:16]=[C:15]([O:17][CH2:18][CH2:19][CH2:20][CH2:21][CH2:22][CH2:23][CH2:24][CH2:25][CH2:26][CH2:27][CH2:28][CH2:29][CH2:30][CH2:31][CH2:32][CH2:33][CH2:34][CH3:35])[CH:14]=[C:13]([O:36][CH2:50][CH2:49][O:48][CH2:47][CH2:46][O:45][CH2:44][CH2:43][O:42][CH2:41][CH2:40][O:39][CH3:38])[CH:12]=1)[CH2:6][C:7]([O:9][CH3:10])=[O:8] |f:3.4.5|. Starting materials: COC(CN(CC(=O)OC)C1=CC(=CC(=C1)OCCCCCCCCCCCCCCCCCC)O)=O (N-[3-hydroxy-5-(octadecyloxy)phenyl]-N-(2-methoxy-2-oxoethyl)glycine methyl ester), COCCOCCOCCOCCBr (2-[2-[2-(2-methoxyethoxy)ethoxy]ethoxy]ethyl bromide), [I-] (iodide), C([O-])([O-])=O.[K+].[K+] (potassium carbonate). Procedure details: A mixture of 2.0 g (3.83 mmol) of N-[3-hydroxy-5-(octadecyloxy)phenyl]-N-(2-methoxy-2-oxoethyl)glycine methyl ester, 4.15 g (15.3 mmol) of 2-[2-[2-(2-methoxyethoxy)ethoxy]ethoxy]ethyl bromide, 1.2 g (7.66 mmol) ofsodium iodide and 1.6 g (11.5 mmol) of potassium carbonate in 60 ml of acetone and 30 ml of DMF was stirred at reflux for 48 hours. The solvents were removed at reduced pressure and the residual oil was purified by HPLCusing 60% ethyl acetate-hexane to give 2.01 g (73% yield) of N-[3-[2... The reactants are ClCC=1NC(C2=C(N1)CCOC2)=O (2-chloromethyl-3,5,7,8-tetrahydro-pyrano[4,3-d]pyrimidin-4-one), [N-]=[N+]=[N-].[Na+] (sodium azide). Run in CC(=O)C (acetone). Reaction conditions: time 36 hour. Product: N(=[N+]=[N-])CC=1NC(C2=C(N1)CCOC2)=O (2-(azidomethyl)-7,8-dihydro-3H-pyrano[4,3-d]pyrimidin-4(5H)-one). Yield: 90.2%. As a reaction SMILES: Cl[CH2:2][C:3]1[NH:4][C:5](=[O:13])[C:6]2[CH2:12][O:11][CH2:10][CH2:9][C:7]=2[N:8]=1.[N-:14]=[N+:15]=[N-:16].[Na+]>CC(C)=O>[N:14]([CH2:2][C:3]1[NH:4][C:5](=[O:13])[C:6]2[CH2:12][O:11][CH2:10][CH2:9][C:7]=2[N:8]=1)=[N+:15]=[N-:16] |f:1.2|. Procedure details: To a solution of 2-chloromethyl-3,5,7,8-tetrahydro-pyrano[4,3-d]pyrimidin-4-one (20.6 g, 103 mmol) in acetone (513 mL) was added an aqueous solution of sodium azide (7.01 g, 108 mmol in 32 mL water). Reaction was stirred at room temperature for 36 h. Mixture was split into three equal volumes and each was diluted with dichloromethane (500 mL) and brine was added (100 mL) and the layers were separated. The aqueous fractions were combined and extracted with dichloromethane (5×100 mL). The combined... Reactants: [I-], [K+], O=N[O-], COC(=O)c1ccc(S(C)(=O)=O)cc1N, [Na+], O, O=S(=O)(O)O. Yields the product COC(=O)c1ccc(S(C)(=O)=O)cc1I. Reaction SMILES: [I-:26].[K+:25].[N:21]([O-:22])=[O:23].[NH2:1][c:2]1[c:3]([C:4](=[O:5])[O:6][CH3:7])[cH:8][cH:9][c:10]([S:12](=[O:13])(=[O:14])[CH3:15])[cH:11]1.[Na+:24].[OH2:27].[S:16](=[O:17])(=[O:18])([OH:19])[OH:20]>>[c:2]1([I:26])[c:3]([C:4](=[O:5])[O:6][CH3:7])[cH:8][cH:9][c:10]([S:12](=[O:13])(=[O:14])[CH3:15])[cH:11]1. Starting materials: ClC1=C(C(=CC=C1)Cl)NC(=S)N (1-(2,6-dichlorophenyl)thiourea), C(C)(C)(C)N=C=O (t-butylisocyanate). The product is ClC1=C(C(=CC=C1)Cl)NC(=S)NC(NC(C)(C)C)=O (1-(2,6-dichlorophenyl)-3-(t-butylcarbamyl)thiourea). Procedure: To a mixture of 11 g (0.05 mole) of 1-(2,6-dichlorophenyl)thiourea and 10 ml of xylene is added 5 g of t-butylisocyanate (0.05 mole) and the mixture is refluxed for 2 hours. The reaction product is cooled, triturated with heptane and filtered. Recrystallization from 1:1 isopropanol/water results in 1-(2,6-dichlorophenyl)-3-(t-butylcarbamyl)thiourea. Solvent: C=1(C(=CC=CC1)C)C (xylene). RXN SMILES: [Cl:1][C:2]1[CH:7]=[CH:6][CH:5]=[C:4]([Cl:8])[C:3]=1[NH:9][C:10]([NH2:12])=[S:11].[C:13]([N:17]=[C:18]=[O:19])([CH3:16])([CH3:15])[CH3:14]>C1(C)C(C)=CC=CC=1>[Cl:1][C:2]1[CH:7]=[CH:6][CH:5]=[C:4]([Cl:8])[C:3]=1[NH:9][C:10]([NH:12][C:18](=[O:19])[NH:17][C:13]([CH3:16])([CH3:15])[CH3:14])=[S:11]. Starting materials: C(C)(C)(C)OC(=O)N[C@H](COCC1=CC=CC=C1)C(=O)O (N-tert-butyloxycarbonyl-O-benzyl-D-serine), N[C@H]1CC2CC[C@H]3[C@@H]4CC[C@H]([C@@H](CCCC(C)C)C)[C@]4(CC[C@@H]3[C@]2(CC1)C)C (3α-aminocholestane). The product is C(C)(C)(C)OC(=O)N[C@H](COCC1=CC=CC=C1)C(=O)N[C@H]1CC2CC[C@H]3[C@@H]4CC[C@H]([C@@H](CCCC(C)C)C)[C@]4(CC[C@@H]3[C@]2(CC1)C)C (3α-N-(N-tert-butyloxycarbonyl-O-benzyl-D-seryl)aminocholestane). The yield is 83.0%. RXN SMILES: [C:1]([O:5][C:6]([NH:8][C@@H:9]([C:19]([OH:21])=O)[CH2:10][O:11][CH2:12][C:13]1[CH:18]=[CH:17][CH:16]=[CH:15][CH:14]=1)=[O:7])([CH3:4])([CH3:3])[CH3:2].[NH2:22][C@@H:23]1[CH2:47][CH2:46][C@@:45]2([CH3:48])[CH:25]([CH2:26][CH2:27][C@@H:28]3[C@@H:44]2[CH2:43][CH2:42][C@@:41]2([CH3:49])[C@H:29]3[CH2:30][CH2:31][C@@H:32]2[C@H:33]([CH3:40])[CH2:34][CH2:35][CH2:36][CH:37]([CH3:39])[CH3:38])[CH2:24]1>>[C:1]([O:5][C:6]([NH:8][C@@H:9]([C:19]([NH:22][C@@H:23]1[CH2:47][CH2:46][C@@:45]2([CH3:48])[CH:25]([CH2:26][CH2:27][C@@H:28]3[C@@H:44]2[CH2:43][CH2:42][C@@:41]2([CH3:49])[C@H:29]3[CH2:30][CH2:31][C@@H:32]2[C@H:33]([CH3:40])[CH2:34][CH2:35][CH2:36][CH:37]([CH3:39])[CH3:38])[CH2:24]1)=[O:21])[CH2:10][O:11][CH2:12][C:13]1[CH:14]=[CH:15][CH:16]=[CH:17][CH:18]=1)=[O:7])([CH3:2])([CH3:3])[CH3:4]. Procedure details: By using N-tert-butyloxycarbonyl-O-benzyl-D-serine (600 mg, 2.03 mmol) and 3α-aminocholestane (866 mg, 2.23 mmol), the title compound was obtained in the same manner as in Synthetic Example BB1 (1.13 g, yield; 83%). Reactants: ClC1=CC=C(C=O)C=C1 (4-chlorobenzaldehyde), CC(CCCCC)=O (2-heptanone), solid, [OH-].[Na+] (sodium hydroxide). Reagents/catalysts: [OH-].[Na+] (sodium hydroxide). Solvent: O (water), C(C)O (ethanol), O (water). Conditions: time 1 hour. Yields the product ClC1=CC=C(C=C1)C=CC(CCCCC)=O (1-(4-chlorophenyl)-1-octen-3-one). Yield: 95.0%. As a reaction SMILES: [Cl:1][C:2]1[CH:9]=[CH:8][C:5]([CH:6]=O)=[CH:4][CH:3]=1.[CH3:10][C:11](=[O:17])[CH2:12][CH2:13][CH2:14][CH2:15][CH3:16].[OH-].[Na+]>C(O)C.O.[OH-].[Na+]>[Cl:1][C:2]1[CH:9]=[CH:8][C:5]([CH:6]=[CH:10][C:11](=[O:17])[CH2:12][CH2:13][CH2:14][CH2:15][CH3:16])=[CH:4][CH:3]=1 |f:2.3,6.7|. Procedure details: 70 ml of water are added to a solution of 90 g (0.64 mol) of 4-chlorobenzaldehyde and 68.5 g (0.6 mol) of 2-heptanone in 300 ml of ethanol and directly thereafter a solution of 1.7 g of sodium hydroxide in 17 ml of water is added. The mixture is initially stirred for 1 hour at room temperature, then 0.6 g of solid sodium hydroxide is added and the mixture is stirred for a further 64 hours. The precipitated product is filtered off with suction, washed with 1 liter of water, pressed out on a clay ...